This data is from the Open Reaction Database (ORD), a public repository of structured organic reaction records. The task is: describe an organic reaction: reactants, conditions, products, and yield Run at time 8 hour. The reactants are 4A, FC=1C=C(C=C(C1F)F)B(O)O ((3,4,5-trifluorophenyl)boronic acid), O=S1(N=C2N(CC1)CCC[C@H]2C2=CC=C(C=C2)O)=O (4-[(9S)-2,2-dioxido-3,4,6,7,8,9-hexahydropyrido[2,1-c][1,2,4]thiadiazin-9-yl]phenol), N1=CC=CC=C1 (pyridine), C([O-])([O-])=O.[Cs+].[Cs+] (cesium carbonate). Yields the product FC=1C=C(OC2=CC=C(C=C2)[C@@H]2CCCN3C2=NS(CC3)(=O)=O)C=C(C1F)F ((9S)-9-[4-(3,4,5-trifluorophenoxy)phenyl]-3,4,6,7,8,9-hexahydropyrido[2,1-c][1,2,4]thiadiazine 2,2-dioxide). Isolated yield 13.4%. As a reaction SMILES: [F:1][C:2]1[CH:3]=[C:4](B(O)O)[CH:5]=[C:6]([F:9])[C:7]=1[F:8].[O:13]=[S:14]1(=[O:31])[CH2:19][CH2:18][N:17]2[CH2:20][CH2:21][CH2:22][C@@H:23]([C:24]3[CH:29]=[CH:28][C:27]([OH:30])=[CH:26][CH:25]=3)[C:16]2=[N:15]1.N1C=CC=CC=1.C(=O)([O-])[O-].[Cs+].[Cs+]>CC#N.C(O[Cu]OC(=O)C)(=O)C>[F:1][C:2]1[CH:3]=[C:4]([CH:5]=[C:6]([F:9])[C:7]=1[F:8])[O:30][C:27]1[CH:26]=[CH:25][C:24]([C@H:23]2[C:16]3=[N:15][S:14](=[O:31])(=[O:13])[CH2:19][CH2:18][N:17]3[CH2:20][CH2:21][CH2:22]2)=[CH:29][CH:28]=1 |f:3.4.5|. The solvent is CC#N (MeCN). Reported procedure: A mixture of (3,4,5-trifluorophenyl)boronic acid (1882 mg), 4-[(9S)-2,2-dioxido-3,4,6,7,8,9-hexahydropyrido[2,1-c][1,2,4]thiadiazin-9-yl]phenol (1000 mg), pyridine (7.21 mL), cesium carbonate (1162 mg), diacetoxycopper (1296 mg) and powdered 4A MS (10.0 g) in MeCN (36 mL) was stirred at room temperature overnight. The mixture was added with NH silica gel, concentrated in vacuo, and purified by column chromatography (NH silica gel, eluted with MeOH in EtOAc) then recrystallized from EtOAc to give... Reagents/catalysts: C(C)(=O)O[Cu]OC(C)=O (diacetoxycopper).